From a dataset of the Open Reaction Database (ORD), a public repository of structured organic reaction records. describe an organic reaction: reactants, conditions, products, and yield The reactants are COC(C1=CC(=NC(=C1)C(F)F)NC(C)CC)=O (2-sec-butylamino-6-difluoromethyl-isonicotinic acid methyl ester), Cl (HCl), [OH-].[Li+] (lithium hydroxide). Solvent: CO (methanol), C1CCOC1 (THF). Yields the product [C@H](C)(CC)NC=1C=C(C(=O)O)C=C(N1)C(F)F ((S)-2-sec-Butylamino-6-difluoromethyl-isonicotinic acid). RXN SMILES: C[O:2][C:3](=[O:18])[C:4]1[CH:9]=[C:8]([CH:10]([F:12])[F:11])[N:7]=[C:6]([NH:13][CH:14]([CH2:16][CH3:17])[CH3:15])[CH:5]=1.[OH-].[Li+].Cl>CO.C1COCC1>[C@@H:14]([NH:13][C:6]1[CH:5]=[C:4]([CH:9]=[C:8]([CH:10]([F:12])[F:11])[N:7]=1)[C:3]([OH:18])=[O:2])([CH2:16][CH3:17])[CH3:15] |f:1.2|. Procedure: Dissolve 2-sec-butylamino-6-difluoromethyl-isonicotinic acid methyl ester (140 mg, 0.54 mmol) in methanol (2 mL) and THF (10 mL). Slowly add 1 N aqueous lithium hydroxide (0.7 mL) and stir overnight at room temperature. Acidify the mixture to about pH=6 by 5 N HCl and concentrate to near dryness. Dilute with ethyl acetate (20 mL) and wash the organic layer with saturated aqueous sodium chloride. Dry (magnesium sulfate) and concentrate to give the title compound as a solid. Reactants: C(\C=C/C(=O)O)(=O)O (maleic acid), FC1=CC2=C(C(=NO2)C2CCNCC2)C=C1 (6-fluoro-3-(4-piperidinyl)-1,2-benzisoxazole), C(=O)([O-])[O-].[K+].[K+] (K2CO3), BrCCCCC1=C(C=CC=C1)OC (2-(4-bromobutyl)anisole), C(C)#N (acetonitrile). The solvent is C(C)O (ethanol). Yields the product C(\C=C/C(=O)O)(=O)O.FC1=CC2=C(C(=NO2)CCCC(C2=C(C=CC=C2)OC)N2CCCCC2)C=C1 (4-(6-fluoro-1,2-benzisoxazol-3-yl)-1-(2'-methoxyphenyl)-butylpiperidine maleate). As a reaction SMILES: [F:1][C:2]1[CH:16]=[CH:15][C:5]2[C:6]([CH:9]3[CH2:14][CH2:13]NCC3)=[N:7][O:8][C:4]=2[CH:3]=1.C([O-])([O-])=O.[K+].[K+].BrCCC[CH2:27][C:28]1[CH:33]=[CH:32][CH:31]=[CH:30][C:29]=1[O:34][CH3:35].[C:36]([OH:43])(=[O:42])/[CH:37]=[CH:38]\[C:39]([OH:41])=[O:40].[C:44](#[N:46])[CH3:45]>C(O)C>[C:36]([OH:43])(=[O:42])/[CH:37]=[CH:38]\[C:39]([OH:41])=[O:40].[F:1][C:2]1[CH:16]=[CH:15][C:5]2[C:6]([CH2:9][CH2:14][CH2:13][CH:27]([N:46]3[CH2:38][CH2:37][CH2:36][CH2:45][CH2:44]3)[C:28]3[CH:33]=[CH:32][CH:31]=[CH:30][C:29]=3[O:34][CH3:35])=[N:7][O:8][C:4]=2[CH:3]=1 |f:1.2.3,8.9|. Procedure: A mixture of 6-fluoro-3-(4-piperidinyl)-1,2-benzisoxazole (2.36 g, 10.7 mmole), K2CO3 (2 g, 14.5 mmol) and 2-(4-bromobutyl)anisole (2.4 g, 10 mmol) in acetonitrile (100 ml) was heated at reflux for 2.5 hours. At the end of reaction, the solvent was removed. The residue was extracted into dichloromethane (200 ml) and filtered. The dichloromethane solution was concentrated. The crude oil obtained was purified on a flash chromatography column. The material thus purified was a light yellow oil (2.73...